This data is from the Open Reaction Database (ORD), a public repository of structured organic reaction records. The task is: describe an organic reaction: reactants, conditions, products, and yield Starting materials: BrCC(=O)C1=CC=C(C(=O)OCC)C=C1 (ethyl 4-(bromoacetyl)benzoate), Cl.O(C1=CC=CC=C1)CC(N)=N (2-phenoxyethanimidamide hydrochloride). The product is O(C1=CC=CC=C1)CC=1NC=C(N1)C1=CC=C(C(=O)OCC)C=C1 (ethyl 4-[2-(phenoxymethyl)-1H-imidazol-4-yl]benzoate). As a reaction SMILES: Br[CH2:2][C:3]([C:5]1[CH:15]=[CH:14][C:8]([C:9]([O:11][CH2:12][CH3:13])=[O:10])=[CH:7][CH:6]=1)=O.Cl.[O:17]([CH2:24][C:25](=[NH:27])[NH2:26])[C:18]1[CH:23]=[CH:22][CH:21]=[CH:20][CH:19]=1>>[O:17]([CH2:24][C:25]1[NH:27][CH:2]=[C:3]([C:5]2[CH:15]=[CH:14][C:8]([C:9]([O:11][CH2:12][CH3:13])=[O:10])=[CH:7][CH:6]=2)[N:26]=1)[C:18]1[CH:23]=[CH:22][CH:21]=[CH:20][CH:19]=1 |f:1.2|. Procedure: This compound is prepared according to a method analogous to that described in Example 1.3 using ethyl 4-(bromoacetyl)benzoate (2 g, 0.0074 mol) and 2-phenoxyethanimidamide hydrochloride (1.6 g, 0.0086 mol) as starting compounds. After treatment, a white-coloured powder is obtained. The reactants are ClN1C(CCC1=O)=O (N-chlorosuccinimide), m-phenoxybenzyl ester, COC1=CC=C(C=C1)N[C@@H](C(C)C)C(=O)O (N-(p-methoxyphenyl)valine), C1=CC=CC=C1 (benzene). Reported procedure: A mixture of N-chlorosuccinimide (1.17 mmole), m-phenoxybenzyl ester of N-(p-methoxyphenyl)valine (1.23 mmole) and benzene (20 ml) is refluxed under nitrogen for about 60 hours. The reaction is worked up in water/ether. The ether layer is washed with water and brine and dried over sodium sulfate. The crude product is purified by preparatory TLC eluting with 15% ether/hexane to give the m-phenoxybenzyl ester of N-(2-chloro-4-methoxyphenyl)valine, MS m/e 439 (M+, 7.4), 212 (100). Yields the product ClC1=C(C=CC(=C1)OC)N[C@@H](C(C)C)C(=O)O (N-(2-chloro-4-methoxyphenyl)valine), ( 100 ). The solvent is O.CCOCC (water ether). RXN SMILES: [Cl:1]N1C(=O)CCC1=O.[CH3:9][O:10][C:11]1[CH:16]=[CH:15][C:14]([NH:17][C@H:18]([C:22]([OH:24])=[O:23])[CH:19]([CH3:21])[CH3:20])=[CH:13][CH:12]=1.C1C=CC=CC=1>O.CCOCC>[Cl:1][C:15]1[CH:16]=[C:11]([O:10][CH3:9])[CH:12]=[CH:13][C:14]=1[NH:17][C@H:18]([C:22]([OH:24])=[O:23])[CH:19]([CH3:21])[CH3:20] |f:3.4|.